Dataset: the Open Reaction Database (ORD), a public repository of structured organic reaction records. Task: describe an organic reaction: reactants, conditions, products, and yield Reactants: CC1(OC(C(CC1=O)=O)(C)C)C (2,2,6,6-tetramethylpyran-3,5-dione), P(Cl)(Cl)(Cl)(Cl)Cl (phosphorus pentachloride). Solvent: C(Cl)(Cl)Cl (chloroform). Yields the product ClC1=CC(C(OC1(C)C)(C)C)=O (5-chloro-2,2,6,6-tetramethyl-6H-pyran-3-one). The yield is 84.9%. As a reaction SMILES: [CH3:1][C:2]1([CH3:12])[C:7](=O)[CH2:6][C:5](=[O:9])[C:4]([CH3:11])([CH3:10])[O:3]1.P(Cl)(Cl)(Cl)(Cl)[Cl:14]>C(Cl)(Cl)Cl>[Cl:14][C:7]1[C:2]([CH3:12])([CH3:1])[O:3][C:4]([CH3:11])([CH3:10])[C:5](=[O:9])[CH:6]=1. Reported procedure: To a suspension of 2,2,6,6-tetramethylpyran-3,5-dione (741 mg, 4.35 mmol) in chloroform (10 ml) is added phosphorus pentachloride (454 mg, 2.18 mmol), and the reaction is heated to reflux for 5 hours. Silica gel is added to the cooled crude reaction mixture, the solvent is evaporated under reduced pressure and the residue is purified by flash chromatography on silica gel to give 5-chloro-2,2,6,6-tetramethyl-6H-pyran-3-one (349 mg).